Dataset: the Open Reaction Database (ORD), a public repository of structured organic reaction records. Task: describe an organic reaction: reactants, conditions, products, and yield The reactants are C1(CCCCC1)C1=CC=C(N)C=C1 (4-cyclohexylaniline), C(CCC)[Li] (n-butyllithium), C(CCC)[Li] (n-butyllithium), C(Br)C1CO1 (epibromohydrin), Cl[Si](C)(C)C (chlorotrimethylsilane), C([O-])(O)=O.[Na+] (sodium bicarbonate). The solvent is hexanes, C1CCOC1 (THF). Reaction conditions: temperature -72.5 celsius, time 0.5 hour. Yields the product C1(CCCCC1)C1=CC=C(C=C1)NCC1OC1 ((4-Cyclohexyl-phenyl)-oxiranylmethyl-amine). Yield: 46.3%. RXN SMILES: [CH:1]1([C:7]2[CH:13]=[CH:12][C:10]([NH2:11])=[CH:9][CH:8]=2)[CH2:6][CH2:5][CH2:4][CH2:3][CH2:2]1.C([Li])CCC.Cl[Si](C)(C)C.[CH2:24]([CH:26]1[O:28][CH2:27]1)Br.C(=O)(O)[O-].[Na+]>C1COCC1>[CH:1]1([C:7]2[CH:8]=[CH:9][C:10]([NH:11][CH2:24][CH:26]3[CH2:27][O:28]3)=[CH:12][CH:13]=2)[CH2:2][CH2:3][CH2:4][CH2:5][CH2:6]1 |f:4.5|. Reported procedure: To a stirred solution of 4-cyclohexylaniline (5 g, 28.6 mmol) in 75 ml of dry THF at −70 to −75° C. was added slowly by syringe a solution of 17.7 ml of 1.6 M n-butyllithium. When addition was complete, the resulting mixture was stirred at −70 to −75° C. for 0.5 h. To the stirred mixture was then added 3.61 ml (28.5 mmol) of chlorotrimethylsilane at −70 to −75° C. The mixture was then allowed to warm to RT and stirred at RT for 1.75 h. The mixture was then again cooled to −70 to −75° C. after wh... As a reaction SMILES: [CH2:1]([c:2]1[cH:3][cH:4][cH:5][cH:6][cH:7]1)[O:8][C:9](=[O:10])[c:11]1[cH:12][c:13]([CH:17]2[NH:18][c:19]3[cH:20][cH:21][c:22]([C:29](=[O:30])[O:31][CH3:32])[cH:23][c:24]3[CH2:25][C:26]2([CH3:27])[CH3:28])[cH:14][cH:15][cH:16]1.[CH3:33][CH2:34][O:35][C:36](=[O:37])[CH3:38].[CH3:44][OH:45].[O:39]1[CH2:40][CH2:41][CH2:42][CH2:43]1>>[O:8]=[C:9]([OH:10])[c:11]1[cH:12][c:13]([CH:17]2[NH:18][c:19]3[cH:20][cH:21][c:22]([C:29](=[O:30])[O:31][CH3:32])[cH:23][c:24]3[CH2:25][C:26]2([CH3:27])[CH3:28])[cH:14][cH:15][cH:16]1. The product is COC(=O)c1ccc2c(c1)CC(C)(C)C(c1cccc(C(=O)O)c1)N2. Starting materials: COC(=O)c1ccc2c(c1)CC(C)(C)C(c1cccc(C(=O)OCc3ccccc3)c1)N2, CCOC(C)=O, CO, C1CCOC1. The reactants are [Si](C)(C)(C(C)(C)C)OCCCN1C(=NC2=C1C=1OC(CCC1C(=C2)C(=O)N(C)C)C2=CC=C(C=C2)F)C (1-(3-{[tert-Butyl(dimethyl)silyl]oxy}propyl)-8-(4-fluorophenyl)-N,N,2-trimethyl-1,6,7,8-tetrahydrochromeno[7,8-d]imidazole-5-carboxamide), solution, [F-].C(CCC)[N+](CCCC)(CCCC)CCCC (tetrabutylammonium fluoride). Run in O1CCCC1 (tetrahydrofuran), O1CCCC1 (tetrahydrofuran). Run at time 2.5 hour. Product: FC1=CC=C(C=C1)C1OC2=C(CC1)C(=CC=1N=C(N(C12)CCCO)C)C(=O)N(C)C (8-(4-Fluorophenyl)-1-(3-hydroxypropyl)-N,N,2-trimethyl-1,6,7,8-tetrahydrochromeno[7,8-d]imidazole-5-carboxamide). Isolated yield 31.2%. Reaction SMILES: [Si]([O:8][CH2:9][CH2:10][CH2:11][N:12]1[C:16]2[C:17]3[O:18][CH:19]([C:30]4[CH:35]=[CH:34][C:33]([F:36])=[CH:32][CH:31]=4)[CH2:20][CH2:21][C:22]=3[C:23]([C:25]([N:27]([CH3:29])[CH3:28])=[O:26])=[CH:24][C:15]=2[N:14]=[C:13]1[CH3:37])(C(C)(C)C)(C)C.[F-].C([N+](CCCC)(CCCC)CCCC)CCC>O1CCCC1>[F:36][C:33]1[CH:34]=[CH:35][C:30]([CH:19]2[CH2:20][CH2:21][C:22]3[C:23]([C:25]([N:27]([CH3:29])[CH3:28])=[O:26])=[CH:24][C:15]4[N:14]=[C:13]([CH3:37])[N:12]([CH2:11][CH2:10][CH2:9][OH:8])[C:16]=4[C:17]=3[O:18]2)=[CH:31][CH:32]=1 |f:1.2|. Procedure details: To the solution of 1-(3-{[tert-butyl(dimethyl)silyl]oxy}propyl)-8-(4-fluorophenyl)-N,N,2-trimethyl-1,6,7,8-tetrahydrochromeno[7,8-d]imidazole-5-carboxamide (35 mg, 0.067 mmol, Step 9) in tetrahydrofuran was added 1M solution of tetrabutylammonium fluoride in tetrahydrofuran (0.1 mL). The mixture was stirred at room temperature for 2.5 hours. The reaction was quenched by saturated ammonium chloride aqueous solution. The mixture was extracted with ethyl acetate. The combined organic layers were wa... The reactants are ClCCl, CC(=O)C1(CO)CC2C=CC1C2, N#CO[Na], O, O=C(O)C(F)(F)F. Yields the product CC(=O)C1(COC(N)=O)CC2C=CC1C2. Reaction SMILES: [CH2:24]([Cl:25])[Cl:26].[CH3:12][C:13](=[O:14])[C:15]1([CH2:22][OH:23])[CH:16]2[CH:17]=[CH:18][CH:19]([CH2:20]1)[CH2:21]2.[Na:1][O:2][C:3]#[N:4].[OH2:27].[OH:5][C:6]([C:7]([F:8])([F:9])[F:10])=[O:11]>>[O:2]=[C:3]([NH2:4])[O:23][CH2:22][C:15]1([C:13]([CH3:12])=[O:14])[CH:16]2[CH:17]=[CH:18][CH:19]([CH2:20]1)[CH2:21]2. The reactants are BrCCCCCCCCCCOC1=C(C=CC=C1C(C)C)C(C)C (1-Bromo-10-(2,6-diisopropylphenoxy)-decane), ClC(C(=O)O)Cl (dichloroacetic acid). Solvent: C(C)(=O)OCC.CCCCCCC (ethyl acetate heptane). The product is ClC(C(=O)O)(CCCCCCCCCCOC1=C(C=CC=C1C(C)C)C(C)C)Cl (2,2-Dichloro-12-(2,6-diisopropylphenoxy)-dodecanoic acid). The yield is 52.8%. RXN SMILES: Br[CH2:2][CH2:3][CH2:4][CH2:5][CH2:6][CH2:7][CH2:8][CH2:9][CH2:10][CH2:11][O:12][C:13]1[C:18]([CH:19]([CH3:21])[CH3:20])=[CH:17][CH:16]=[CH:15][C:14]=1[CH:22]([CH3:24])[CH3:23].[Cl:25][CH:26]([Cl:30])[C:27]([OH:29])=[O:28]>C(OCC)(=O)C.CCCCCCC>[Cl:25][C:26]([Cl:30])([CH2:2][CH2:3][CH2:4][CH2:5][CH2:6][CH2:7][CH2:8][CH2:9][CH2:10][CH2:11][O:12][C:13]1[C:18]([CH:19]([CH3:21])[CH3:20])=[CH:17][CH:16]=[CH:15][C:14]=1[CH:22]([CH3:24])[CH3:23])[C:27]([OH:29])=[O:28] |f:2.3|. Procedure: 7.95 g (20.0 mmol) 81 was reacted with 10.3 g (80.0 mmol) dichloroacetic acid as in example 9. Flash chromatography (ethyl acetate/heptane 1:10) yielded 4.7 g (53%) 29 as a light coloured oil. Reactants: CN(C)C(=[N+](C)C)ON1C2=C(C=CC=C2)N=N1.[B-](F)(F)(F)F (TBTU), C1(CCCC1)N(S(=O)(=O)C=1C=CC(=NC1)N1NC=C(C1=O)C(CC(=O)[O-])C1=CC=CC=C1)C (3-(2-{5-[cyclopentyl(methyl)sulfamoyl]pyridin-2-yl}-3-oxo-2,3-dihydro-1H-pyrazol-4-yl)-3-phenylpropanoate), CCN(C(C)C)C(C)C (DIEA), FC(CN)(F)F (2,2,2-trifluoroethylamine), FC(CN)(F)F (2,2,2-trifluoroethylamine). Solvent: C(Cl)Cl (DCM), C(Cl)Cl (DCM). Run at time 12 hour. Yields the product C1(CCCC1)N(S(=O)(=O)C=1C=CC(=NC1)N1NC=C(C1=O)C(CC(=O)NCC(F)(F)F)C1=CC=CC=C1)C (3-(2-{5-[cyclopentyl(methyl)sulfamoyl]pyridin-2-yl}-3-oxo-2,3-dihydro-1H-pyrazol-4-yl)-3-phenyl-N-(2,2,2-trifluoroethyl)propanamide). Yield: 13.5%. RXN SMILES: [CH:1]1([N:6]([CH3:33])[S:7]([C:10]2[CH:11]=[CH:12][C:13]([N:16]3[C:20](=[O:21])[C:19]([CH:22]([C:27]4[CH:32]=[CH:31][CH:30]=[CH:29][CH:28]=4)[CH2:23][C:24]([O-:26])=O)=[CH:18][NH:17]3)=[N:14][CH:15]=2)(=[O:9])=[O:8])[CH2:5][CH2:4][CH2:3][CH2:2]1.CCN(C(C)C)C(C)C.[F:43][C:44]([F:48])([F:47])[CH2:45][NH2:46].CN(C(ON1N=NC2C=CC=CC1=2)=[N+](C)C)C.[B-](F)(F)(F)F>C(Cl)Cl>[CH:1]1([N:6]([CH3:33])[S:7]([C:10]2[CH:11]=[CH:12][C:13]([N:16]3[C:20](=[O:21])[C:19]([CH:22]([C:27]4[CH:28]=[CH:29][CH:30]=[CH:31][CH:32]=4)[CH2:23][C:24]([NH:46][CH2:45][C:44]([F:48])([F:47])[F:43])=[O:26])=[CH:18][NH:17]3)=[N:14][CH:15]=2)(=[O:9])=[O:8])[CH2:2][CH2:3][CH2:4][CH2:5]1 |f:3.4|. Reported procedure: To a solution of 200 mg (0.43 mmol) of 3-(2-{5-[cyclopentyl(methyl)sulfamoyl]pyridin-2-yl}-3-oxo-2,3-dihydro-1H-pyrazol-4-yl)-3-phenylpropanoate, 0.3 mL (1.7 mmol) of DIEA and 30 μL (0.43 mmol) of 2,2,2-trifluoroethylamine in 1 mL of DCM are added, at 0° C., 207 mg (0.64 mmol) of TBTU. The medium is stirred for 12 hours at room temperature. A further 0.3 mL of 2,2,2-trifluoroethylamine is then added and the medium is heated at 40° C. for 6 hours. The medium is taken up in 20 mL of DCM, washed su... Reactants: CC1(C=2C=CC(=CC2C(CC1)O)C=1C=C2C=CC(=CC2=CC1)C(=O)OCC)C (ethyl 6-[5,6,7,8-tetrahydro-5,5-dimethyl-8-hydroxy-naphth-2-yl]naphth-2-oate), CC1(C=2C=CC(=CC2C(CC1)O)C=1C=C2C=CC(=CC2=CC1)C(=O)OCC)C (ethyl 6-[5,6,7,8-tetrahydro-5,5-dimethyl-8-hydroxy-naphth-2-yl]naphth-2-oate), C[N+]1(CCOCC1)[O-] (N-methylmorpholine N-oxide), tetrapropylammonium perruthenate(VII), C(C)(=O)OCC (ethyl acetate). Run in C(Cl)Cl (methylene chloride), CCCCCC (hexane), O (water). Run at time 3 hour. Product: C(C)OC(=O)C1=CC2=CC=C(C=C2C=C1)C1=CC=2C(CCC(C2C=C1)(C)C)=O (Ethyl-6-[5,5-dimethyl-5,6-dihydro-naphthlen-8(7H)-one-2-yl]-naphthalen-2-oate). Reaction SMILES: [CH3:1][C:2]1([CH3:28])[CH2:11][CH2:10][CH:9]([OH:12])[C:8]2[CH:7]=[C:6]([C:13]3[CH:14]=[C:15]4[C:20](=[CH:21][CH:22]=3)[CH:19]=[C:18]([C:23]([O:25][CH2:26][CH3:27])=[O:24])[CH:17]=[CH:16]4)[CH:5]=[CH:4][C:3]1=2.C[N+]1([O-])CCOCC1.C(OCC)(=O)C>C(Cl)Cl.O.CCCCCC>[CH2:26]([O:25][C:23]([C:18]1[CH:17]=[CH:16][C:15]2[C:20](=[CH:21][CH:22]=[C:13]([C:6]3[CH:5]=[CH:4][C:3]4[C:2]([CH3:28])([CH3:1])[CH2:11][CH2:10][C:9](=[O:12])[C:8]=4[CH:7]=3)[CH:14]=2)[CH:19]=1)=[O:24])[CH3:27]. Procedure: To a solution of 101 mg (0.27 mmol) of ethyl-6-[5,6,7,8-tetrahydro-5,5-dimethyl-8-hydroxy-naphth-7-yl]naphth-2-oate (Compound B4) in 1.5 mL of methylene chloride was added 50 mg (0.43 mmol) of N-methylmorpholine N-oxide and 6.0 mg (0.017 mmol) of tetrapropylammonium perruthenate(VII). The reaction was stirred at room temperature for 3 h, diluted with water, and extracted with CH2 Cl2 (2×). The combined organic layer was washed with brine, dried over MgSO4, and concentrated in vacuo to give a foa... The reactants are COC(=O)c1cccc(CN2CCCC2)c1N(C(=O)OC(C)(C)C)S(=O)(=O)c1ccc(OC)cc1, ClCCl, O=C(O)C(F)(F)F. Yields the product COC(=O)c1cccc(CN2CCCC2)c1NS(=O)(=O)c1ccc(OC)cc1. Reaction SMILES: [CH3:1][O:2][C:3]([c:4]1[c:5]([N:16]([C:17]([O:18][C:19]([CH3:20])([CH3:21])[CH3:22])=[O:23])[S:24](=[O:25])(=[O:26])[c:27]2[cH:28][cH:29][c:30]([O:33][CH3:34])[cH:31][cH:32]2)[c:6]([CH2:10][N:11]2[CH2:12][CH2:13][CH2:14][CH2:15]2)[cH:7][cH:8][cH:9]1)=[O:35].[Cl:43][CH2:44][Cl:45].[OH:36][C:37]([C:38]([F:39])([F:40])[F:41])=[O:42]>>[CH3:1][O:2][C:3]([c:4]1[c:5]([NH:16][S:24](=[O:25])(=[O:26])[c:27]2[cH:28][cH:29][c:30]([O:33][CH3:34])[cH:31][cH:32]2)[c:6]([CH2:10][N:11]2[CH2:12][CH2:13][CH2:14][CH2:15]2)[cH:7][cH:8][cH:9]1)=[O:35].